The task is: describe an organic reaction: reactants, conditions, products, and yield. This data is from the Open Reaction Database (ORD), a public repository of structured organic reaction records. The reactants are Intermediate 192, CN1N=CC(=C1)B(O)O (1-methyl-1H-pyrazole-4-boronic acid), pinacol ester, C(C)(C)(C)OC(COC1=C(C=C(C=C1)Br)C#CC1=CC(=CC=C1)S(=O)(=O)CCC)=O (tert-butyl(4-bromo-2-{[3-(propylsulfonyl)phenyl]ethynyl}phenoxy)acetate), C(C)(C)(C)OC(COC1=C(C=C(C=C1)Br)C#CC1=CC(=CC=C1)S(=O)(=O)CCC)=O (tert-butyl(4-bromo-2-{[3-(propylsulfonyl)phenyl]ethynyl}phenoxy)acetate). Product: C(C)(C)(C)OC(COC1=C(C=C(C=C1)C=1C=NN(C1)C)C#CC1=CC(=CC=C1)S(=O)(=O)CCC)=O (tert-butyl(4-(1-methyl-1H-pyrazol-4-yl)-2-{[3-(propylsulfonyl)phenyl]ethynyl}phenoxy)acetate). Yield: 79.0%. As a reaction SMILES: [C:1]([O:5][C:6](=[O:30])[CH2:7][O:8][C:9]1[CH:14]=[CH:13][C:12](Br)=[CH:11][C:10]=1[C:16]#[C:17][C:18]1[CH:23]=[CH:22][CH:21]=[C:20]([S:24]([CH2:27][CH2:28][CH3:29])(=[O:26])=[O:25])[CH:19]=1)([CH3:4])([CH3:3])[CH3:2].[CH3:31][N:32]1[CH:36]=[C:35](B(O)O)[CH:34]=[N:33]1>>[C:1]([O:5][C:6](=[O:30])[CH2:7][O:8][C:9]1[CH:14]=[CH:13][C:12]([C:35]2[CH:34]=[N:33][N:32]([CH3:31])[CH:36]=2)=[CH:11][C:10]=1[C:16]#[C:17][C:18]1[CH:23]=[CH:22][CH:21]=[C:20]([S:24]([CH2:27][CH2:28][CH3:29])(=[O:26])=[O:25])[CH:19]=1)([CH3:4])([CH3:3])[CH3:2]. Procedure details: Following the general method as outlined in Intermediate 192, starting from tert-butyl(4-bromo-2-{[3-(propylsulfonyl)phenyl]ethynyl}phenoxy)acetate (Intermediate 191) and 1-methyl-1H-pyrazole-4-boronic acid, pinacol ester, the title compound was obtained as a yellow sticky solid in 79% yield after purification by flash column chromatography (silica), eluting with cyclohexane containing increasing amounts of EtOAc.